This data is from the Open Reaction Database (ORD), a public repository of structured organic reaction records. The task is: describe an organic reaction: reactants, conditions, products, and yield The reactants are CC(=O)O, ClI, c1ccc(OCOc2ccccc2)cc1. Product: Ic1ccc(OCOc2ccccc2)cc1. Reaction SMILES: [CH3:18][C:19](=[O:20])[OH:21].[I:16][Cl:17].[O:1]([c:2]1[cH:3][cH:4][cH:5][cH:6][cH:7]1)[CH2:8][O:9][c:10]1[cH:11][cH:12][cH:13][cH:14][cH:15]1>>[O:1]([c:2]1[cH:3][cH:4][c:5]([I:16])[cH:6][cH:7]1)[CH2:8][O:9][c:10]1[cH:11][cH:12][cH:13][cH:14][cH:15]1. The reactants are O=C([O-])[O-], CCBr, CN(C)C=O, CCOC(C)=O, [K+], [K+], O, O=C(O)CC1CCN(C(c2ccccc2)(c2ccccc2)c2ccccc2)CC1. The product is CCOC(=O)CC1CCN(C(c2ccccc2)(c2ccccc2)c2ccccc2)CC1. Reaction SMILES: [C:30](=[O:31])([O-:32])[O-:33].[CH2:36]([CH3:37])[Br:38].[CH3:40][N:41]([CH3:42])[CH:43]=[O:44].[CH3:45][CH2:46][O:47][C:48](=[O:49])[CH3:50].[K+:34].[K+:35].[OH2:39].[c:1]1([C:7]([N:8]2[CH2:9][CH2:10][CH:11]([CH2:14][C:15](=[O:16])[OH:17])[CH2:12][CH2:13]2)([c:18]2[cH:19][cH:20][cH:21][cH:22][cH:23]2)[c:24]2[cH:25][cH:26][cH:27][cH:28][cH:29]2)[cH:2][cH:3][cH:4][cH:5][cH:6]1>>[c:1]1([C:7]([N:8]2[CH2:9][CH2:10][CH:11]([CH2:14][C:15](=[O:16])[O:17][CH2:36][CH3:37])[CH2:12][CH2:13]2)([c:18]2[cH:19][cH:20][cH:21][cH:22][cH:23]2)[c:24]2[cH:25][cH:26][cH:27][cH:28][cH:29]2)[cH:2][cH:3][cH:4][cH:5][cH:6]1. Starting materials: CC(C)(C)O, CCOC(=O)c1ccc2c(C=O)c(C(C)C)n(Cc3ccccn3)c2c1, CC=C(C)C, [O-][Cl+][O-], [Na+], O. Yields the product CCOC(=O)c1ccc2c(C(=O)O)c(C(C)C)n(Cc3ccccn3)c2c1. Reaction SMILES: [C:31]([OH:32])([CH3:33])([CH3:34])[CH3:35].[CH2:1]([CH3:2])[O:3][C:4](=[O:5])[c:6]1[cH:7][cH:8][c:9]2[c:10]([CH:25]=[O:26])[c:11]([CH:22]([CH3:23])[CH3:24])[n:12]([CH2:15][c:16]3[n:17][cH:18][cH:19][cH:20][cH:21]3)[c:13]2[cH:14]1.[CH3:36][C:37](=[CH:38][CH3:39])[CH3:40].[Cl+:27]([O-:28])[O-:29].[Na+:30].[OH2:41]>>[CH2:1]([CH3:2])[O:3][C:4](=[O:5])[c:6]1[cH:7][cH:8][c:9]2[c:10]([C:25](=[O:26])[OH:28])[c:11]([CH:22]([CH3:23])[CH3:24])[n:12]([CH2:15][c:16]3[n:17][cH:18][cH:19][cH:20][cH:21]3)[c:13]2[cH:14]1. Starting materials: amides, FC1(C[C@@H](N(C1)CC1=CC(=CC=C1)C(F)(F)F)C(=O)[O-])F.[Li+] (lithium (R)-4,4-difluoro-1-(3-(trifluoromethyl)benzyl)pyrrolidine-2-carboxylate), Cl.N[C@@H](C)C1=CC=C(C(=O)OC)C=C1 ((S)-methyl 4-(1-aminoethyl)benzoate hydrochloride). Yields the product FC1(C[C@@H](N(C1)CC1=CC(=CC=C1)C(F)(F)F)C(=O)N[C@@H](C)C1=CC=C(C(=O)OC)C=C1)F (methyl 4-((S)-1-((R)-4,4-difluoro-1-(3-(trifluoromethyl)benzyl)pyrrolidine-2-carboxamido)ethyl)benzoate). Yield: 48.6%. As a reaction SMILES: [F:1][C:2]1([F:21])[CH2:6][N:5]([CH2:7][C:8]2[CH:13]=[CH:12][CH:11]=[C:10]([C:14]([F:17])([F:16])[F:15])[CH:9]=2)[C@@H:4]([C:18]([O-])=[O:19])[CH2:3]1.[Li+].Cl.[NH2:24][C@H:25]([C:27]1[CH:36]=[CH:35][C:30]([C:31]([O:33][CH3:34])=[O:32])=[CH:29][CH:28]=1)[CH3:26]>>[F:21][C:2]1([F:1])[CH2:6][N:5]([CH2:7][C:8]2[CH:13]=[CH:12][CH:11]=[C:10]([C:14]([F:16])([F:17])[F:15])[CH:9]=2)[C@@H:4]([C:18]([NH:24][C@H:25]([C:27]2[CH:36]=[CH:35][C:30]([C:31]([O:33][CH3:34])=[O:32])=[CH:29][CH:28]=2)[CH3:26])=[O:19])[CH2:3]1 |f:0.1,2.3|. Procedure: The title compound (D164) (37 mg) was prepared according to the general procedure for amides preparation (Method A) starting from lithium (R)-4,4-difluoro-1-(3-(trifluoromethyl)benzyl)pyrrolidine-2-carboxylate (D115) (51 mg) and (S)-methyl 4-(1-aminoethyl)benzoate hydrochloride (35 mg). (Reaction time: 48 hrs; RT). Starting materials: C(C)(=O)[C@H]1C([C@H](C1)NC(OCC1=CC=CC=C1)=O)(C)C (benzyl (1S,3R)-3-acetyl-2,2-dimethylcyclobutylcarbamate), O (water). Run in O1CCOCC1 (dioxane). Run at time 5 hour. Yields the product C(C1=CC=CC=C1)OC(=O)N[C@@H]1C([C@@H](C1)C(=O)O)(C)C ((1R,3S)-3-(benzyloxycarbonylamino)-2,2-dimethylcyclobutanecarboxylic acid). Yield: 92.0%. Reaction SMILES: [C:1]([C@@H:4]1[CH2:7][C@H:6]([NH:8][C:9](=[O:18])[O:10][CH2:11][C:12]2[CH:17]=[CH:16][CH:15]=[CH:14][CH:13]=2)[C:5]1([CH3:20])[CH3:19])(=[O:3])C.[OH2:21]>O1CCOCC1>[CH2:11]([O:10][C:9]([NH:8][C@H:6]1[CH2:7][C@@H:4]([C:1]([OH:3])=[O:21])[C:5]1([CH3:20])[CH3:19])=[O:18])[C:12]1[CH:17]=[CH:16][CH:15]=[CH:14][CH:13]=1. Procedure: To a stirred solution of benzyl (1S,3R)-3-acetyl-2,2-dimethylcyclobutylcarbamate (Step 2, 1.3 g, 4.72 mmol) in dioxane (90 ml): water (30 ml) aq. NaOBr solution (80 ml) was added slowly at about −5° C. and stirred at the same temperature for about 5 hours. After completion of the reaction (monitored by TLC), the reaction mixture was washed with methyl t-butyl ether and the aqueous layer was adjusted pH (2-3) with 1N HCl and extracted with EtOAc, dried over Na2SO4 and the solvent was evaporated t... Starting materials: CS(=O)(=O)OCCCOC1=CC(=CC=C1)C1=CC(=NN1C1=CC(=CC=C1)Cl)C(=O)N1CNC(C1)=O (3-(3-{1-(3-Chlorophenyl)-3-[(4-oxoimidazolidin-1-yl)carbonyl]-1H-pyrazol-5-yl}phenoxy)propyl methanesulfonate), CN1CCNCC1 (1-methylpiperazine), C(=O)O.ClC=1C=C(C=CC1)N1N=C(C=C1C1=CC(=CC=C1)OCCCN(C)C)C(=O)N1CNC(C1)=O (1-{[1-(3-Chlorophenyl)-5-{3-[3-(dimethylamino)propoxy]phenyl}-1H-pyrazol-3-yl]carbonyl}imidazolidin-4-one formate). Run in O1CCCC1 (tetrahydrofuran). The product is C(=O)O.ClC=1C=C(C=CC1)N1N=C(C=C1C1=CC(=CC=C1)OCCCN1CCN(CC1)C)C(=O)N1CNC(C1)=O (1-{[1-(3-Chlorophenyl)-5-{3-[3-(4-methylpiperazin-1-yl)propoxy]phenyl}-1H-pyrazol-3-yl]carbonyl}imidazolidin-4-one formate). RXN SMILES: CS(O[CH2:6][CH2:7][CH2:8][O:9][C:10]1[CH:15]=[CH:14][CH:13]=[C:12]([C:16]2[N:20]([C:21]3[CH:26]=[CH:25][CH:24]=[C:23]([Cl:27])[CH:22]=3)[N:19]=[C:18]([C:28]([N:30]3[CH2:34][C:33](=[O:35])[NH:32][CH2:31]3)=[O:29])[CH:17]=2)[CH:11]=1)(=O)=O.[CH3:36][N:37]1[CH2:42][CH2:41][NH:40][CH2:39][CH2:38]1.[CH:43]([OH:45])=[O:44].ClC1C=C(N2C(C3C=CC=C(OCCCN(C)C)C=3)=CC(C(N3CC(=O)NC3)=O)=N2)C=CC=1>O1CCCC1>[CH:43]([OH:45])=[O:44].[Cl:27][C:23]1[CH:22]=[C:21]([N:20]2[C:16]([C:12]3[CH:13]=[CH:14][CH:15]=[C:10]([O:9][CH2:8][CH2:7][CH2:6][N:40]4[CH2:41][CH2:42][N:37]([CH3:36])[CH2:38][CH2:39]4)[CH:11]=3)=[CH:17][C:18]([C:28]([N:30]3[CH2:34][C:33](=[O:35])[NH:32][CH2:31]3)=[O:29])=[N:19]2)[CH:26]=[CH:25][CH:24]=1 |f:2.3,5.6|. Reported procedure: The preparation of the title compound takes place starting from the compound of Example 120A and 1-methylpiperazine without the addition of tetrahydrofuran in analogy to the synthesis of the compound of Example 29. 45 mg (38% of theory) of the title compound are obtained. The reactants are [BH4-], N#Cc1ccc(C(=O)COCc2cn(C(c3ccccc3)(c3ccccc3)c3ccccc3)cn2)cc1, CC(=O)O, CCO, [Na+]. Product: N#Cc1ccc(C(O)COCc2cn(C(c3ccccc3)(c3ccccc3)c3ccccc3)cn2)cc1. As a reaction SMILES: [BH4-:1].[C:3]([c:4]1[cH:5][cH:6][cH:7][cH:8][cH:9]1)([c:10]1[cH:11][cH:12][cH:13][cH:14][cH:15]1)([c:16]1[cH:17][cH:18][cH:19][cH:20][cH:21]1)[n:22]1[cH:23][n:24][c:25]([CH2:27][O:28][CH2:29][C:30](=[O:31])[c:32]2[cH:33][cH:34][c:35]([C:36]#[N:37])[cH:38][cH:39]2)[cH:26]1.[CH3:40][C:41](=[O:42])[OH:43].[CH3:44][CH2:45][OH:46].[Na+:2]>>[C:3]([c:4]1[cH:5][cH:6][cH:7][cH:8][cH:9]1)([c:10]1[cH:11][cH:12][cH:13][cH:14][cH:15]1)([c:16]1[cH:17][cH:18][cH:19][cH:20][cH:21]1)[n:22]1[cH:23][n:24][c:25]([CH2:27][O:28][CH2:29][CH:30]([OH:31])[c:32]2[cH:33][cH:34][c:35]([C:36]#[N:37])[cH:38][cH:39]2)[cH:26]1.